Dataset: the Open Reaction Database (ORD), a public repository of structured organic reaction records. Task: describe an organic reaction: reactants, conditions, products, and yield Reactants: C(C)C1(OCCC2=C1NC1=C(C=CC=C21)\C=C/C)CC(=O)OC ((Z)-1-Ethyl-8-(1-propenyl)-1,3,4,9-tetrahydropyrano[3,4-b]indole-1-acetic acid, methyl ester). Run in C(C)O (ethanol), [OH-].[Na+] (sodium hydroxide). Yields the product C(C)C1(OCCC2=C1NC1=C(C=CC=C21)\C=C/C)CC(=O)O ((Z)-1-Ethyl-8-(1-propenyl)-1,3,4,9-tetrahydropyrano[3,4-b]indole-1-acetic Acid). Reaction SMILES: [CH2:1]([C:3]1([CH2:19][C:20]([O:22]C)=[O:21])[C:8]2[NH:9][C:10]3[C:15]([C:7]=2[CH2:6][CH2:5][O:4]1)=[CH:14][CH:13]=[CH:12][C:11]=3/[CH:16]=[CH:17]\[CH3:18])[CH3:2]>C(O)C.[OH-].[Na+]>[CH2:1]([C:3]1([CH2:19][C:20]([OH:22])=[O:21])[C:8]2[NH:9][C:10]3[C:15]([C:7]=2[CH2:6][CH2:5][O:4]1)=[CH:14][CH:13]=[CH:12][C:11]=3/[CH:16]=[CH:17]\[CH3:18])[CH3:2] |f:2.3|. Procedure: (Z)-1-Ethyl-8-(1-propenyl)-1,3,4,9-tetrahydropyrano[3,4-b]indole-1-acetic acid, methyl ester (1.01 g, 3.2 mmol) was dissolved in a mixture of 11.2 mL of ethanol and 11.2 mL of 10% aqueous sodium hydroxide, and the solution was heated under reflux for 3 hours. The reaction mixture was then concentrated to dryness, and a mixture of 13.4 mL of ether and 13.4 mL of 10% aqueous sodium hydroxide was added to the residue. The layers were separated, and the aqueous layer was acidified with concentrated ... The reactants are BrC1=NC=C(C=C1)Br (2,5-dibromopyridine), C(C)(C)[Mg]Cl (isopropylmagnesium chloride), O (Water), CN(C=O)C (Dimethylformamide). Solvent: O1CCCC1 (tetrahydrofuran). Reaction conditions: time 1 hour. Yields the product BrC1=NC=C(C=C1)C=O (2-bromo-5-pyridinecarboxaldehyde). The yield is 66.1%. As a reaction SMILES: [Br:1][C:2]1[CH:7]=[CH:6][C:5](Br)=[CH:4][N:3]=1.C([Mg]Cl)(C)C.CN(C)[CH:16]=[O:17].O>O1CCCC1>[Br:1][C:2]1[CH:7]=[CH:6][C:5]([CH:16]=[O:17])=[CH:4][N:3]=1. Procedure: To a solution of 2,5-dibromopyridine (2.37 g, 10.0 mmol) in tetrahydrofuran (15 mL) was added isopropylmagnesium chloride (2 mol/L in tetrahydrofuran; 5.0 mL, 10 mmol) under nitrogen atmosphere, and the mixture was stirred at room temperature for 1 h. Dimethylformamide (1.6 mL, 20 mmol) was added, and the mixture was stirred for additional 15 min. Water was added, and the mixture was extracted with ethyl acetate twice. The organic layer was washed with brine and dried on anhydrous sodium sulfate... Starting materials: FC(C[C@H](CO)C)(F)F ((2R)-4,4,4-trifluoro-2-methylbutan-1-ol), CC(=O)OI1(C=2C=CC=CC2C(=O)O1)(OC(=O)C)OC(=O)C (Dess-Martin periodinane), [O-]S(=O)(=S)[O-].[Na+].[Na+] (Na2S2O3). Run in C(C)OCC (diethyl ether), C(Cl)Cl (CH2Cl2), C(=O)(O)[O-].[Na+] (NaHCO3). Run at temperature 25 celsius, time 15 minute. The product is FC(C[C@H](C=O)C)(F)F ((2R)-4,4,4-trifluoro-2-methylbutanal). Reaction SMILES: [F:1][C:2]([F:9])([F:8])[CH2:3][C@@H:4]([CH3:7])[CH2:5][OH:6].CC(OI1(OC(C)=O)(OC(C)=O)OC(=O)C2C=CC=CC1=2)=O.[O-]S([O-])(=S)=O.[Na+].[Na+]>C(Cl)Cl.C(OCC)C.C([O-])(O)=O.[Na+]>[F:1][C:2]([F:9])([F:8])[CH2:3][C@@H:4]([CH3:7])[CH:5]=[O:6] |f:2.3.4,7.8|. Procedure: To (2R)-4,4,4-trifluoro-2-methylbutan-1-ol (2.90 g, 20.4 mmol) in CH2Cl2 (50 mL) at 0° C. was added Dess-Martin periodinane (10.24 g, 24.49 mmol). After 15 min, the reaction mixture was warmed to 25° C. and stirred for 1 h. This mixture was then diluted with diethyl ether (50 mL) and added to Na2S2O3 (11.29 g, 71.44 mmol) dissolved in a saturated solution of aqueous NaHCO3 (100 mL). The milky white mixture was stirred until both layers were homogeneous. The phases were separated and the organic ... RXN SMILES: [Br:15][CH2:16][CH2:17][C:18](=[O:19])[NH2:20].[C:21](=[O:22])([O-:23])[O-:24].[CH3:1][C:2]1([CH3:14])[O:3][B:4]([c:9]2[cH:10][n:11][nH:12][cH:13]2)[O:5][C:6]1([CH3:7])[CH3:8].[CH3:27][C:28]#[N:29].[Cs+:25].[Cs+:26]>>[CH3:1][C:2]1([CH3:14])[O:3][B:4]([c:9]2[cH:10][n:11]([CH2:16][CH2:17][C:18](=[O:19])[NH2:20])[n:12][cH:13]2)[O:5][C:6]1([CH3:7])[CH3:8]. The product is CC1(C)OB(c2cnn(CCC(N)=O)c2)OC1(C)C. Starting materials: NC(=O)CCBr, O=C([O-])[O-], CC1(C)OB(c2cn[nH]c2)OC1(C)C, CC#N, [Cs+], [Cs+].